From a dataset of the Open Reaction Database (ORD), a public repository of structured organic reaction records. describe an organic reaction: reactants, conditions, products, and yield Reactants: Cc1cc(-c2ccc(C(F)(F)F)cc2)cc(-c2cccc(Br)n2)n1, CC(C)(C)NS(=O)(=O)c1ccc(B2OC(C)(C)C(C)(C)O2)s1. Product: Cc1cc(-c2ccc(C(F)(F)F)cc2)cc(-c2cccc(-c3ccc(S(=O)(=O)NC(C)(C)C)s3)n2)n1. Reaction SMILES: [Br:1][c:2]1[cH:3][cH:4][cH:5][c:6](-[c:8]2[n:9][c:10]([CH3:24])[cH:11][c:12](-[c:14]3[cH:15][cH:16][c:17]([C:20]([F:21])([F:22])[F:23])[cH:18][cH:19]3)[cH:13]2)[n:7]1.[C:25]([CH3:26])([CH3:27])([CH3:28])[NH:29][S:30](=[O:31])(=[O:32])[c:33]1[s:34][c:35]([B:38]2[O:39][C:40]([CH3:41])([CH3:42])[C:43]([CH3:44])([CH3:45])[O:46]2)[cH:36][cH:37]1>>[c:2]1(-[c:35]2[s:34][c:33]([S:30]([NH:29][C:25]([CH3:26])([CH3:27])[CH3:28])(=[O:31])=[O:32])[cH:37][cH:36]2)[cH:3][cH:4][cH:5][c:6](-[c:8]2[n:9][c:10]([CH3:24])[cH:11][c:12](-[c:14]3[cH:15][cH:16][c:17]([C:20]([F:21])([F:22])[F:23])[cH:18][cH:19]3)[cH:13]2)[n:7]1.